From a dataset of the Open Reaction Database (ORD), a public repository of structured organic reaction records. describe an organic reaction: reactants, conditions, products, and yield The reactants are Cc1ccc(C(=O)O)cc1S(=O)(=O)Cl, O=S(Cl)Cl, Cc1ccc(S(=O)(=O)CCO)cc1. Yields the product Cc1ccc(S(=O)(=O)CCOC(=O)c2ccc(C)c(S(=O)(=O)Cl)c2)cc1. RXN SMILES: [Cl:1][S:2](=[O:3])(=[O:4])[c:5]1[cH:6][c:7]([C:8](=[O:9])[OH:10])[cH:11][cH:12][c:13]1[CH3:14].[S:28]([Cl:29])([Cl:30])=[O:31].[c:15]1([CH3:27])[cH:16][cH:17][c:18]([S:21](=[O:22])(=[O:23])[CH2:24][CH2:25][OH:26])[cH:19][cH:20]1>>[Cl:1][S:2](=[O:3])(=[O:4])[c:5]1[cH:6][c:7]([C:8]([O:9][CH2:25][CH2:24][S:21]([c:18]2[cH:17][cH:16][c:15]([CH3:27])[cH:20][cH:19]2)(=[O:22])=[O:23])=[O:10])[cH:11][cH:12][c:13]1[CH3:14]. Reactants: C(=O)(OC(C)(C)C)NCCCBr (3-(boc-amino)propyl bromide), O (water), N1(CCOCC1)C(=O)C=1C2=C(N(N1)C1=CC=CC=C1)C=1C=CC=CC1S(C2)(=O)=O (3-(morpholin-4-ylcarbonyl)-1-phenyl-1,4-dihydrothiochromeno[4,3-c]pyrazole 5,5-dioxide), C[Si](C)(C)[N-][Si](C)(C)C.[K+] (potassium bis(trimethylsilyl)amide), C(=O)(OC(C)(C)C)NCCCBr (3-(boc-amino)propyl bromide). Solvent: C1CCOC1 (THF). The product is N1(CCOCC1)C(=O)C=1C2=C(N(N1)C1=CC=CC=C1)C=1C=CC=CC1S(C2CCCNC(OC(C)(C)C)=O)(=O)=O (tert-Butyl {3-[3-(morpholin-4-ylcarbonyl)-5,5-dioxido-1-phenyl-1,4-dihydrothiochromeno[4,3-c]pyrazol-4-yl]propyl}carbamate). RXN SMILES: [N:1]1([C:7]([C:9]2[C:10]3[CH2:27][S:26](=[O:29])(=[O:28])[C:25]4[CH:24]=[CH:23][CH:22]=[CH:21][C:20]=4[C:11]=3[N:12]([C:14]3[CH:19]=[CH:18][CH:17]=[CH:16][CH:15]=3)[N:13]=2)=[O:8])[CH2:6][CH2:5][O:4][CH2:3][CH2:2]1.C[Si]([N-][Si](C)(C)C)(C)C.[K+].[C:40]([NH:47][CH2:48][CH2:49][CH2:50]Br)([O:42][C:43]([CH3:46])([CH3:45])[CH3:44])=[O:41].O>C1COCC1>[N:1]1([C:7]([C:9]2[C:10]3[CH:27]([CH2:50][CH2:49][CH2:48][NH:47][C:40](=[O:41])[O:42][C:43]([CH3:46])([CH3:45])[CH3:44])[S:26](=[O:28])(=[O:29])[C:25]4[CH:24]=[CH:23][CH:22]=[CH:21][C:20]=4[C:11]=3[N:12]([C:14]3[CH:15]=[CH:16][CH:17]=[CH:18][CH:19]=3)[N:13]=2)=[O:8])[CH2:6][CH2:5][O:4][CH2:3][CH2:2]1 |f:1.2|. Procedure: To a solution of 3-(morpholin-4-ylcarbonyl)-1-phenyl-1,4-dihydrothiochromeno[4,3-c]pyrazole 5,5-dioxide (150 mg; 0.37 mmol; 1 eq.) in THF (3 mL) is added potassium bis(trimethylsilyl)amide (879.19 μl; 0.5 M; 0.44 mmol; 1.2 eq.) and then 3-(boc-amino)propyl bromide (104.68 mg; 0.44 mmol; 1.20 eq.) The reaction mixture is stirred at rt for 2 days. The reaction is not complete even after addition of 2 eq. of 3-(boc-amino)propyl bromide. It is stopped by addition of water. The product is extracted w... Reactants: CC(c1cccc2ccccc12)N(C(=O)Cl)C1CCCN(C(=O)OCc2ccccc2)C1, C1CCOC1, O. Yields the product CC(NC1CCCN(C(=O)OCc2ccccc2)C1)c1cccc2ccccc12. RXN SMILES: [CH2:1]([c:2]1[cH:3][cH:4][cH:5][cH:6][cH:7]1)[O:8][C:9](=[O:10])[N:11]1[CH2:12][CH:13]([N:17]([CH:18]([CH3:19])[c:20]2[cH:21][cH:22][cH:23][c:24]3[cH:25][cH:26][cH:27][cH:28][c:29]23)[C:30]([Cl:31])=[O:32])[CH2:14][CH2:15][CH2:16]1.[O:34]1[CH2:35][CH2:36][CH2:37][CH2:38]1.[OH2:33]>>[CH2:1]([c:2]1[cH:3][cH:4][cH:5][cH:6][cH:7]1)[O:8][C:9](=[O:10])[N:11]1[CH2:12][CH:13]([NH:17][CH:18]([CH3:19])[c:20]2[cH:21][cH:22][cH:23][c:24]3[cH:25][cH:26][cH:27][cH:28][c:29]23)[CH2:14][CH2:15][CH2:16]1. The reactants are CCO, Clc1cnnc(Cl)c1Cl, N. The product is Nc1c(Cl)cnnc1Cl. As a reaction SMILES: [CH3:11][CH2:12][OH:13].[Cl:2][c:3]1[n:4][n:5][cH:6][c:7]([Cl:10])[c:8]1[Cl:9].[NH3:1]>>[NH2:1][c:8]1[c:3]([Cl:2])[n:4][n:5][cH:6][c:7]1[Cl:10]. Reactants: SCCNC(C)=O (N-(2-mercaptoethyl)acetamide), P(=O)(OC1=CC=CC=C1)(OC1=CC=CC=C1)Cl (diphenyl chlorophosphate), C(C)(C)N(CC)C(C)C (di-isopropylethylamine), O=C1[C@@H](N2C([C@@H]([C@H]2C1)C(C)(OC(=O)OCC1=CC=C(C=C1)[N+](=O)[O-])C)=O)C(=O)OCC1=CC=C(C=C1)[N+](=O)[O-] (4-nitrobenzyl (2R,5R,6S)-3,7-dioxo-6-[1-methyl-1-(4-nitrobenzyloxycarbonyloxy)ethyl]-1-azabicyclo[3.2.0]heptane-2-carboxylate), C(C)(C)N(CC)C(C)C (di-isopropylethylamine). The reagents and catalysts are CN(C)C1=CC=NC=C1 (4-(N,N-dimethylamino)pyridine). The solvent is C(C)#N (acetonitrile), C(C)#N (acetonitrile), C(C)(=O)OCC (ethyl acetate), C(C)#N (acetonitrile), C(C)#N (acetonitrile), C(C)#N (acetonitrile). Conditions: temperature 0 celsius, time 8 hour. Yields the product C(C)(=O)NCCSC1=C(N2C([C@@H]([C@H]2C1)C(C)(OC(=O)OCC1=CC=C(C=C1)[N+](=O)[O-])C)=O)C(=O)OCC1=CC=C(C=C1)[N+](=O)[O-] (4-nitrobenzyl(5R,6S)-3-(2-acetamido-ethylthio)-6-[1-methyl-1-(4-nitrobenzyloxycarbonyloxy)ethyl]-7-oxo-1-aza-bicyclo[3.2.0]hept-2-ene-2-carboxylate). Yield: 95.2%. As a reaction SMILES: O=[C:2]1[CH2:8][C@H:7]2[N:4]([C:5](=[O:26])[C@@H:6]2[C:9]([CH3:25])([O:11][C:12]([O:14][CH2:15][C:16]2[CH:21]=[CH:20][C:19]([N+:22]([O-:24])=[O:23])=[CH:18][CH:17]=2)=[O:13])[CH3:10])[C@H:3]1[C:27]([O:29][CH2:30][C:31]1[CH:36]=[CH:35][C:34]([N+:37]([O-:39])=[O:38])=[CH:33][CH:32]=1)=[O:28].C(N(C(C)C)CC)(C)C.P(Cl)(OC1C=CC=CC=1)(OC1C=CC=CC=1)=O.[SH:66][CH2:67][CH2:68][NH:69][C:70](=[O:72])[CH3:71]>CN(C1C=CN=CC=1)C.C(#N)C.C(OCC)(=O)C>[C:70]([NH:69][CH2:68][CH2:67][S:66][C:2]1[CH2:8][C@H:7]2[N:4]([C:5](=[O:26])[C@@H:6]2[C:9]([CH3:10])([O:11][C:12]([O:14][CH2:15][C:16]2[CH:17]=[CH:18][C:19]([N+:22]([O-:24])=[O:23])=[CH:20][CH:21]=2)=[O:13])[CH3:25])[C:3]=1[C:27]([O:29][CH2:30][C:31]1[CH:32]=[CH:33][C:34]([N+:37]([O-:39])=[O:38])=[CH:35][CH:36]=1)=[O:28])(=[O:72])[CH3:71]. Procedure details: To a solution of 4-nitrobenzyl (2R,5R,6S)-3,7-dioxo-6-[1-methyl-1-(4-nitrobenzyloxycarbonyloxy)ethyl]-1-azabicyclo[3.2.0]heptane-2-carboxylate (47.8 mg) and 4-(N,N-dimethylamino)pyridine (1.08 mg) in acetonitrile (2.39 ml) was added dropwise a solution of di-isopropylethylamine (18.5 μl) in acetonitrile (166.5 μl) followed by addition of a solution of diphenyl chlorophosphate (19.2 μl) in acetonitrile (172.8 μl) at 0° C. After stirring for an hour at 0° C., a solution of di-isopropylethylamine (... The reactants are C(C)C1=NNC(=C1[N+](=O)[O-])C(=O)N (3-ethyl-4-nitro-1H-pyrazole-5-carboxamide), COCCBr (2-bromoethyl methyl ether), C([O-])([O-])=O.[Cs+].[Cs+] (cesium carbonate). Run in CN(C=O)C (dimethylformamide). Reaction conditions: time 20 hour. The product is C(C)C1=NN(C(=C1[N+](=O)[O-])C(=O)N)CCOC (3-ethyl-1-(2-methoxyethyl)-4-nitro-pyrazole-5-carboxamide). Isolated yield 39.0%. As a reaction SMILES: [CH2:1]([C:3]1[C:7]([N+:8]([O-:10])=[O:9])=[C:6]([C:11]([NH2:13])=[O:12])[NH:5][N:4]=1)[CH3:2].[CH3:14][O:15][CH2:16][CH2:17]Br.C(=O)([O-])[O-].[Cs+].[Cs+]>CN(C)C=O>[CH2:1]([C:3]1[C:7]([N+:8]([O-:10])=[O:9])=[C:6]([C:11]([NH2:13])=[O:12])[N:5]([CH2:17][CH2:16][O:15][CH3:14])[N:4]=1)[CH3:2] |f:2.3.4|. Procedure details: A mixture of 3-ethyl-4-nitro-1H-pyrazole-5-carboxamide (prepared as in WO 98/49166) (1.7 g, 8.8 mmol), 2-bromoethyl methyl ether (0.85 mL, 8.85 mmol) and cesium carbonate (2.9 g, 9.0 mmol) in dimethylformamide (20 mL) was stirred at room temperature for 20 h. The reaction mixture was concentrated under reduced pressure and the residue was partitioned between ethyl acetate (125 mL) and brine (100 mL). The phases were separated, and the organic layer was dried (Na2SO4), and evaporated under reduce...